Task: describe an organic reaction: reactants, conditions, products, and yield. Dataset: the Open Reaction Database (ORD), a public repository of structured organic reaction records Yields the product CC(C)c1ccccc1C(=S)OC1COC1. Starting materials: Cc1ccccc1, CC(C)c1ccccc1C(=S)Cl, OC1COC1, c1ccncc1. Reaction SMILES: [CH3:24][c:25]1[cH:26][cH:27][cH:28][cH:29][cH:30]1.[CH:1]([CH3:2])([CH3:3])[c:4]1[c:5]([C:6](=[S:7])[Cl:8])[cH:9][cH:10][cH:11][cH:12]1.[OH:13][CH:14]1[CH2:15][O:16][CH2:17]1.[cH:18]1[cH:19][cH:20][n:21][cH:22][cH:23]1>>[CH:1]([CH3:2])([CH3:3])[c:4]1[c:5]([C:6](=[S:7])[O:13][CH:14]2[CH2:15][O:16][CH2:17]2)[cH:9][cH:10][cH:11][cH:12]1. Reactants: ClCCl, CCC(C)(C)CC(O)CNC(=O)C1(Cc2ccc(-c3ccc(F)cn3)cc2)CCC(=O)N1. The product is CCC(C)(C)CC(=O)CNC(=O)C1(Cc2ccc(-c3ccc(F)cn3)cc2)CCC(=O)N1. As a reaction SMILES: [CH2:33]([Cl:34])[Cl:35].[F:1][c:2]1[cH:3][cH:4][c:5](-[c:8]2[cH:9][cH:10][c:11]([CH2:12][C:13]3([C:19](=[O:20])[NH:21][CH2:22][CH:23]([CH2:24][C:25]([CH2:26][CH3:27])([CH3:28])[CH3:29])[OH:30])[NH:14][C:15](=[O:18])[CH2:16][CH2:17]3)[cH:31][cH:32]2)[n:6][cH:7]1>>[F:1][c:2]1[cH:3][cH:4][c:5](-[c:8]2[cH:9][cH:10][c:11]([CH2:12][C:13]3([C:19](=[O:20])[NH:21][CH2:22][C:23]([CH2:24][C:25]([CH2:26][CH3:27])([CH3:28])[CH3:29])=[O:30])[NH:14][C:15](=[O:18])[CH2:16][CH2:17]3)[cH:31][cH:32]2)[n:6][cH:7]1.